Dataset: the Open Reaction Database (ORD), a public repository of structured organic reaction records. Task: describe an organic reaction: reactants, conditions, products, and yield Starting materials: CC=1C(=CSC1)B(O)O (4-methyl 3-thiophene boronic acid), C(C)C(CC)C=1C=2N(N=C(C1)C)C(=C(N2)C)I (8-(1-ethyl-propyl)-3-iodo-2,6-dimethyl-imidazo[1,2-b]pyridazine), C(=O)([O-])[O-].[Na+].[Na+] (Na2CO3). The reagents and catalysts are C=1C=CC(=CC1)[P](C=2C=CC=CC2)(C=3C=CC=CC3)[Pd]([P](C=4C=CC=CC4)(C=5C=CC=CC5)C=6C=CC=CC6)([P](C=7C=CC=CC7)(C=8C=CC=CC8)C=9C=CC=CC9)[P](C=1C=CC=CC1)(C=1C=CC=CC1)C=1C=CC=CC1 (Pd(PPh3)4). Run in O (H2O), stock solution. The product is C(C)C(CC)C=1C=2N(N=C(C1)C)C(=C(N2)C)C2=CSC=C2C (8-(1-Ethyl-propyl)-2,6-dimethyl-3-(4-methyl-thiophen-3-yl)-imidazo[1,2-b]pyridazine). The yield is 86.9%. As a reaction SMILES: [CH3:1][C:2]1[C:3](B(O)O)=[CH:4][S:5][CH:6]=1.[CH2:10]([CH:12]([C:15]1[C:16]2[N:17]([C:22](I)=[C:23]([CH3:25])[N:24]=2)[N:18]=[C:19]([CH3:21])[CH:20]=1)[CH2:13][CH3:14])[CH3:11].C([O-])([O-])=O.[Na+].[Na+]>O.C1C=CC([P]([Pd]([P](C2C=CC=CC=2)(C2C=CC=CC=2)C2C=CC=CC=2)([P](C2C=CC=CC=2)(C2C=CC=CC=2)C2C=CC=CC=2)[P](C2C=CC=CC=2)(C2C=CC=CC=2)C2C=CC=CC=2)(C2C=CC=CC=2)C2C=CC=CC=2)=CC=1>[CH2:10]([CH:12]([C:15]1[C:16]2[N:17]([C:22]([C:3]3[C:2]([CH3:1])=[CH:6][S:5][CH:4]=3)=[C:23]([CH3:25])[N:24]=2)[N:18]=[C:19]([CH3:21])[CH:20]=1)[CH2:13][CH3:14])[CH3:11] |f:2.3.4,^1:37,39,58,77|. Procedure: To a 100 mL round bottom flask containing 4-methyl 3-thiophene boronic acid (0.27 g, 1.91 mmol), and 8-(1-ethyl-propyl)-3-iodo-2,6-dimethyl-imidazo[1,2-b]pyridazine (0.65 g, 1.91 mmol) in 20 mL of a stock solution (DME:H2O:EtOH=7:3:2) is added 2 M Na2CO3 (1.9 mL). The resulting mixture is degassed by bubbling N2 for 5 min. Then Pd(PPh3)4 (0.11 g, 0.096 mmol) is added. The reaction mixture is refluxed overnight. The reaction is diluted with H2O (20 mL); extracted with EtOAc (3×30 mL); dried (Na2S...